Task: describe an organic reaction: reactants, conditions, products, and yield. Dataset: the Open Reaction Database (ORD), a public repository of structured organic reaction records Starting materials: FC=1C(=C2C=3N(C(CO2)C)C=C(C(C3C1)=O)C(=O)O)F (9,10-difluoro-2,3-dihydro-3-methyl-7-oxo-7H-pyrido[1,2,3-de][1,4]-benzoxazine-6-carboxylic acid), ClC1=C2CNCC2=CC=C1 (4-chloroisoindoline), C1CCC2=NCCCN2CC1 (DBU). Run in CN(C)C=O (DMF). The product is ClC1=C2CN(CC2=CC=C1)C=1C(=CC2=C3N(C(COC31)C)C=C(C2=O)C(=O)O)F (10 -(4-chloro-2-isoindolinyl)-9-fluoro-2,3-dihydro-3-methyl- 7-oxo-7H-pyrido[1,2,3-de][1,4]-benzoxazine-6-carboxylic acid). Yield: 33.7%. Reaction SMILES: [F:1][C:2]1[C:3](F)=[C:4]2[O:9][CH2:8][CH:7]([CH3:10])[N:6]3[CH:11]=[C:12]([C:17]([OH:19])=[O:18])[C:13](=[O:16])[C:14]([CH:15]=1)=[C:5]23.[Cl:21][C:22]1[CH:30]=[CH:29][CH:28]=[C:27]2[C:23]=1[CH2:24][NH:25][CH2:26]2.C1CCN2C(=NCCC2)CC1>CN(C=O)C>[Cl:21][C:22]1[CH:30]=[CH:29][CH:28]=[C:27]2[C:23]=1[CH2:24][N:25]([C:3]1[C:2]([F:1])=[CH:15][C:14]3[C:13](=[O:16])[C:12]([C:17]([OH:19])=[O:18])=[CH:11][N:6]4[CH:7]([CH3:10])[CH2:8][O:9][C:4]=1[C:5]=34)[CH2:26]2. Reported procedure: 141 mg of 9,10-difluoro-2,3-dihydro-3-methyl-7-oxo-7H-pyrido[1,2,3-de][1,4]-benzoxazine-6-carboxylic acid, 115 mg of 4-chloroisoindoline, 114 mg of DBU, and 1.5 ml of anhydrous DMF were processed in the same manner as in Example 20 to produce 70 mg of the target compound. Yield: 233.6%. Procedure: Methyl 1-ethyl-5-oxo-4-(phenylmethyl)-prolinate (0.024 g, 0.09 mmol) was dissolved in methanol (0.5 ml) and cooled to 0° C. in an ice-bath. 2M aqueous sodium hydroxide (0.137 ml, 0.27 mmol) was added to the mixture and stirring continued at 0° C. for 3 hrs. The solvent was evaporated and the residue was acidified by treatment with 2M aqueous hydrogen chloride (˜0.2 ml) to give a cloudy solution. Evaporation then gave crude 1-ethyl-5-oxo-4-(phenylmethyl)-proline (0.052 g) as a mixture of white so... Solvent: CO (methanol). Starting materials: C(C)N1[C@H](C(=O)OC)CC(C1=O)CC1=CC=CC=C1 (Methyl 1-ethyl-5-oxo-4-(phenylmethyl)-prolinate), [OH-].[Na+] (sodium hydroxide). Conditions: temperature 0 celsius, time 3 hour. Product: C(C)N1[C@H](C(=O)O)CC(C1=O)CC1=CC=CC=C1 (1-ethyl-5-oxo-4-(phenylmethyl)-proline). Reaction SMILES: [CH2:1]([N:3]1[C:11](=[O:12])[CH:10]([CH2:13][C:14]2[CH:19]=[CH:18][CH:17]=[CH:16][CH:15]=2)[CH2:9][C@H:4]1[C:5]([O:7]C)=[O:6])[CH3:2].[OH-].[Na+]>CO>[CH2:1]([N:3]1[C:11](=[O:12])[CH:10]([CH2:13][C:14]2[CH:15]=[CH:16][CH:17]=[CH:18][CH:19]=2)[CH2:9][C@H:4]1[C:5]([OH:7])=[O:6])[CH3:2] |f:1.2|. Reactants: FC(C1=NN(C(=C1)C1=CC=C(C=C1)SC)C1=CC2=C(C=C1)OCO2)F (3-(difluoromethyl)-1-[3,4-(methylenedioxy)phenyl]-5-[4-(methylthio)phenyl]pyrazole), ClC1=CC(=CC=C1)C(=O)OO (m-chloroperbenzoic acid). The solvent is ClCCl (dichloromethane). Run at temperature 5 celsius, time 4 hour. Product: FC(C1=NN(C(=C1)C1=CC=C(C=C1)S(=O)C)C1=CC2=C(C=C1)OCO2)F (3-(difluoromethyl)-1-[3,4-(methylenedioxy)phenyl]-5-[4-(methylsulfinyl)phenyl]pyrazole). Yield: 30.1%. RXN SMILES: [F:1][CH:2]([F:25])[C:3]1[CH:7]=[C:6]([C:8]2[CH:13]=[CH:12][C:11]([S:14][CH3:15])=[CH:10][CH:9]=2)[N:5]([C:16]2[CH:21]=[CH:20][C:19]3[O:22][CH2:23][O:24][C:18]=3[CH:17]=2)[N:4]=1.ClC1C=CC=C(C(OO)=[O:34])C=1>ClCCl>[F:25][CH:2]([F:1])[C:3]1[CH:7]=[C:6]([C:8]2[CH:13]=[CH:12][C:11]([S:14]([CH3:15])=[O:34])=[CH:10][CH:9]=2)[N:5]([C:16]2[CH:21]=[CH:20][C:19]3[O:22][CH2:23][O:24][C:18]=3[CH:17]=2)[N:4]=1. Procedure: A mixture of 3-(difluoromethyl)-1-[3,4-(methylenedioxy)phenyl]-5-[4-(methylthio)phenyl]pyrazole (2.7 g) and m-chloroperbenzoic acid (1.8 g) in dichloromethane (80 ml) was stirred at 5° C. for 4 hours. The mixture was washed with an aqueous solution of sodium bicarbonate, dried, and concentrated. The residue (2.9 g) was purified by column chromatography on silica gel eluting with a mixture of chloroform and methanol (25:1). The purified product (1.3 g) was recrystallized from isopropanol to give ... Reactants: CCO, CCOC(=O)C1CC12CCOCC2, [K+], [OH-], O. The product is O=C(O)C1CC12CCOCC2. RXN SMILES: [CH2:17]([OH:18])[CH3:19].[CH:1]1([C:9](=[O:10])[O:11][CH2:12][CH3:13])[CH2:2][C:3]12[CH2:4][CH2:5][O:6][CH2:7][CH2:8]2.[K+:15].[OH-:14].[OH2:16]>>[CH:1]1([C:9](=[O:10])[OH:11])[CH2:2][C:3]12[CH2:4][CH2:5][O:6][CH2:7][CH2:8]2. The reactants are CC(=O)O[BH-](OC(C)=O)OC(C)=O, CN1CCNCC1, CC(=O)O, ClCCCl, Nc1ncnc2c1c(-c1ccc(Oc3ccccc3)cc1)cn2C1CCC(CC=O)CC1, [Na+]. Product: CN1CCN(CCC2CCC(n3cc(-c4ccc(Oc5ccccc5)cc4)c4c(N)ncnc43)CC2)CC1. Reaction SMILES: [C:44]([O:45][BH-:46]([O:47][C:48](=[O:49])[CH3:50])[O:51][C:52](=[O:53])[CH3:54])(=[O:55])[CH3:56].[CH3:33][N:34]1[CH2:35][CH2:36][NH:37][CH2:38][CH2:39]1.[CH3:40][C:41](=[O:42])[OH:43].[Cl:58][CH2:59][CH2:60][Cl:61].[NH2:1][c:2]1[c:3]2[c:4]([n:5][cH:6][n:7]1)[n:8]([CH:24]1[CH2:25][CH2:26][CH:27]([CH2:30][CH:31]=[O:32])[CH2:28][CH2:29]1)[cH:9][c:10]2-[c:11]1[cH:12][cH:13][c:14]([O:17][c:18]2[cH:19][cH:20][cH:21][cH:22][cH:23]2)[cH:15][cH:16]1.[Na+:57]>>[NH2:1][c:2]1[c:3]2[c:4]([n:5][cH:6][n:7]1)[n:8]([CH:24]1[CH2:25][CH2:26][CH:27]([CH2:30][CH2:31][N:37]3[CH2:36][CH2:35][N:34]([CH3:33])[CH2:39][CH2:38]3)[CH2:28][CH2:29]1)[cH:9][c:10]2-[c:11]1[cH:12][cH:13][c:14]([O:17][c:18]2[cH:19][cH:20][cH:21][cH:22][cH:23]2)[cH:15][cH:16]1. Reactants: CCO, O=C(Nc1ccncc1)c1cccn(C2CCc3c2cccc3[N+](=O)[O-])c1=O. The product is Nc1cccc2c1CCC2n1cccc(C(=O)Nc2ccncc2)c1=O. RXN SMILES: [CH3:29][CH2:30][OH:31].[N+:1]([O-:2])(=[O:3])[c:4]1[c:5]2[c:9]([cH:10][cH:11][cH:12]1)[CH:8]([n:13]1[c:14](=[O:28])[c:15]([C:19](=[O:20])[NH:21][c:22]3[cH:23][cH:24][n:25][cH:26][cH:27]3)[cH:16][cH:17][cH:18]1)[CH2:7][CH2:6]2>>[NH2:1][c:4]1[c:5]2[c:9]([cH:10][cH:11][cH:12]1)[CH:8]([n:13]1[c:14](=[O:28])[c:15]([C:19](=[O:20])[NH:21][c:22]3[cH:23][cH:24][n:25][cH:26][cH:27]3)[cH:16][cH:17][cH:18]1)[CH2:7][CH2:6]2.